Dataset: the Open Reaction Database (ORD), a public repository of structured organic reaction records. Task: describe an organic reaction: reactants, conditions, products, and yield Reactants: NC=1C(=CC(=C(C1)N=C1SC(N2CCCCN12)=S)F)Cl (9-(5-amino-4-chloro-2-fluorophenyl)imino-8-thia-1,6-diazabicyclo[4.3.0]nonane-7-thione), C(C)S(=O)(=O)Cl (ethanesulfonyl chloride), N1=CC=CC=C1 (pyridine). Solvent: C(Cl)Cl (methylene chloride). Reaction conditions: time 2 day. Yields the product ClC1=CC(=C(C=C1NS(=O)(=O)CC)N=C1SC(N2CCCCN12)=S)F (9-(4-chloro-5-ethylsulfonylamino-2-fluorophenyl)imino-8-thia-1,6-diazabicyclo[4.3.0]nonane-7-thione). The yield is 20.3%. Reaction SMILES: [NH2:1][C:2]1[C:3]([Cl:20])=[CH:4][C:5]([F:19])=[C:6]([N:8]=[C:9]2[N:17]3[N:12]([CH2:13][CH2:14][CH2:15][CH2:16]3)[C:11](=[S:18])[S:10]2)[CH:7]=1.[CH2:21]([S:23](Cl)(=[O:25])=[O:24])[CH3:22].N1C=CC=CC=1>C(Cl)Cl>[Cl:20][C:3]1[C:2]([NH:1][S:23]([CH2:21][CH3:22])(=[O:25])=[O:24])=[CH:7][C:6]([N:8]=[C:9]2[N:17]3[N:12]([CH2:13][CH2:14][CH2:15][CH2:16]3)[C:11](=[S:18])[S:10]2)=[C:5]([F:19])[CH:4]=1. Reported procedure: A mixture of 0.45 g (0.0014 mole) of 9-(5-amino-4-chloro-2-fluorophenyl)imino-8-thia-1,6-diazabicyclo[4.3.0]nonane-7-thione, 0.18 g (0.0014 mole) of ethanesulfonyl chloride, and 0.22 g (0.027 mole) of pyridine in approximately 30 mL of methylene chloride was stirred at room temperature for two days. The reaction mixture was heated at 26° C. for approximately 24 hours, then at reflux for 36 hours. The solvent was evaporated from the mixture leaving an oily residue. The residue was washed with an ... Reactants: C1(=CC=CC=C1)C(C1=CC=CC=C1)OC(=O)C12C(=CC3C2(CC2C(CCC2C1(C3)C=O)C)COC31OC2C(O3)OC(C2OCCCC)C1O)C(C)C (8a-[[[6-(butoxy)tetrahydro-7-hydroxy-2,5-methanofuro[2,3-d]-1,3-dioxol-2-yl]oxy]methyl]-4-formyl-4,4a,5,6,7,7a,8,8a-octahydro-7-methyl-3-(1-methylethyl)-1,4-methano-s-indacene-3a(1H)-carboxylic acid diphenylmethyl ester). Reagents/catalysts: [C].[Pd] (palladium-carbon). Solvent: C(C)(=O)OCC (ethyl acetate). Run at time 1 hour. The product is C(CCC)OC1C2OC3OC(OC31)(C2O)OCC23CC1C(CCC1C1(C3(C(=CC2C1)C(C)C)C(=O)O)C=O)C (8a-[[[6-(butoxy)tetrahydro-7-hydroxy-2,5-methanofuro[2,3-d]-1,3-dioxol-2-yl]oxy]methyl]-4-formyl-4,4a,5,6,7,7a,8,8a-octahydro-7-methyl-3-(1 -methylethyl)-1,4-methano-s-indacene-3a(1H)-carboxylic acid). Yield: 56.0%. As a reaction SMILES: C1(C([O:14][C:15]([C:17]23[C:28]4([CH:30]=[O:31])[CH2:29][CH:20]([C:21]2([CH2:33][O:34][C:35]25[CH:48]([OH:49])[CH:41]6[CH:42]([O:43][CH2:44][CH2:45][CH2:46][CH3:47])[CH:37]([CH:38]([O:40]6)[O:39]2)[O:36]5)[CH2:22][CH:23]2[CH:27]4[CH2:26][CH2:25][CH:24]2[CH3:32])[CH:19]=[C:18]3[CH:50]([CH3:52])[CH3:51])=[O:16])C2C=CC=CC=2)C=CC=CC=1>C(OCC)(=O)C.[C].[Pd]>[CH2:44]([O:43][CH:42]1[CH:37]2[CH:38]3[O:39][C:35]([O:34][CH2:33][C:21]45[CH:20]6[CH2:29][C:28]([CH:30]=[O:31])([C:17]4([C:15]([OH:16])=[O:14])[C:18]([CH:50]([CH3:51])[CH3:52])=[CH:19]6)[CH:27]4[CH:23]([CH:24]([CH3:32])[CH2:25][CH2:26]4)[CH2:22]5)([CH:48]([OH:49])[CH:41]1[O:40]3)[O:36]2)[CH2:45][CH2:46][CH3:47] |f:2.3|. Procedure: 20.5 mg of compound (37) was dissolved in 1 ml of ethyl acetate and allowed to react in the presence of a catalytic amount of 10% palladium-carbon under stirring under a hydrogen atmosphere at room temperature for 1 hour. The reaction solution was filtered, and the filtrate was concentrated in vacuo. The reaction product was charged onto a silica gel column (Kieselgel 60, Merck, 1.0φ×22 cm) and eluted with n-hexane-ethyl acetate (1:1) to give 8.8 mg of compound (38) as a colorless oily substance... The reactants are CC(=O)c1cc(Br)c(F)cc1F, C1CCOC1, CC(C)(C)S(N)=O, O. Product: CC(=NS(=O)C(C)(C)C)c1cc(Br)c(F)cc1F. RXN SMILES: [Br:1][c:2]1[c:3]([F:12])[cH:4][c:5]([F:11])[c:6]([C:8]([CH3:9])=[O:10])[cH:7]1.[CH2:21]1[O:22][CH2:23][CH2:24][CH2:25]1.[CH3:13][C:14]([CH3:15])([CH3:16])[S:17](=[O:18])[NH2:19].[OH2:20]>>[Br:1][c:2]1[c:3]([F:12])[cH:4][c:5]([F:11])[c:6]([C:8]([CH3:9])=[N:19][S:17]([C:14]([CH3:13])([CH3:15])[CH3:16])=[O:18])[cH:7]1.